The task is: describe an organic reaction: reactants, conditions, products, and yield. This data is from the Open Reaction Database (ORD), a public repository of structured organic reaction records. Reactants: C(=O)O.NCCC1=CC=C(NC2CCN(CC2)C(=O)NCCCCCCCC)C=C1 (4-[4-(2-Aminoethyl)anilino]-N-octyl-1-piperidinecarboxamide formate), ClC=1C=C(C=CC1OC[C@H]1OC1)O[Si](C1=CC=CC=C1)(C1=CC=CC=C1)C(C)(C)C (tert-butyl(diphenyl)silyl 3-chloro-4-[(2S)oxiranyl-methoxy]phenyl ether). The solvent is C(Cl)(Cl)Cl.CO (chloroform methanol). Product: ClC1=C(OC[C@H](CNCCC2=CC=C(NC3CCN(CC3)C(=O)NCCCCCCCC)C=C2)O)C=CC(=C1)O (4-[4-(2-{[(2S)-3-(2-Chloro-4-hydroxyphenoxy)-2-hydroxypropyl]amino}ethyl)anilino]-N-octyl-1-piperidinecarboxamide). Isolated yield 17.0%. Reaction SMILES: C(O)=O.[NH2:4][CH2:5][CH2:6][C:7]1[CH:30]=[CH:29][C:10]([NH:11][CH:12]2[CH2:17][CH2:16][N:15]([C:18]([NH:20][CH2:21][CH2:22][CH2:23][CH2:24][CH2:25][CH2:26][CH2:27][CH3:28])=[O:19])[CH2:14][CH2:13]2)=[CH:9][CH:8]=1.[Cl:31][C:32]1[CH:33]=[C:34]([O:43][Si](C(C)(C)C)(C2C=CC=CC=2)C2C=CC=CC=2)[CH:35]=[CH:36][C:37]=1[O:38][CH2:39][C@@H:40]1[CH2:42][O:41]1>C(Cl)(Cl)Cl.CO>[Cl:31][C:32]1[CH:33]=[C:34]([OH:43])[CH:35]=[CH:36][C:37]=1[O:38][CH2:39][C@@H:40]([OH:41])[CH2:42][NH:4][CH2:5][CH2:6][C:7]1[CH:8]=[CH:9][C:10]([NH:11][CH:12]2[CH2:17][CH2:16][N:15]([C:18]([NH:20][CH2:21][CH2:22][CH2:23][CH2:24][CH2:25][CH2:26][CH2:27][CH3:28])=[O:19])[CH2:14][CH2:13]2)=[CH:29][CH:30]=1 |f:0.1,3.4|. Procedure: 4-[4-(2-Aminoethyl)anilino]-N-octyl-1-piperidinecarboxamide formate (0.57 g, 1.35 mmol) was reacted with tert-butyl(diphenyl)silyl 3-chloro-4-[(2S)oxiranyl-methoxy]phenyl ether (0.59 g, 1.35 mmol) according to Procedure G (eluant: 20:1 chloroform-methanol) to give the title compound (0.185 g, 0.23 mmol). Yields the product C(C)(=O)OC1=CC=CC2=C1N=C(O2)CC2=CC(=C(C=C2)OC)OC2CCCC2 (4-Acetoxy-2-(3-cyclopentyloxy-4-methoxybenzyl)-benzoxazole). Isolated yield 53.0%. Reported procedure: A solution of 2-(3-cyclopentyloxy-4-methoxybenzyl)-4-hydroxybenzoxazole (200 mg) and acetyl chloride (84 μl) in pyridine (6 ml) was stirred at room temperature, under nitrogen, for 3 hours. The reaction mixture was diluted with methanol (20 ml) and evaporated in-vacuo to yield a yellow solid. The solid was purified by flash chromatography (SiO2; dichloromethane; methanol (50:1)) and crystallized from ether/petroleum ether to yield the title compound (119 mg, 53%) as a white crystalline solid (mp... RXN SMILES: [CH:1]1([O:6][C:7]2[CH:8]=[C:9]([CH:21]=[CH:22][C:23]=2[O:24][CH3:25])[CH2:10][C:11]2[O:12][C:13]3[CH:19]=[CH:18][CH:17]=[C:16]([OH:20])[C:14]=3[N:15]=2)[CH2:5][CH2:4][CH2:3][CH2:2]1.[C:26](Cl)(=[O:28])[CH3:27]>N1C=CC=CC=1.CO>[C:26]([O:20][C:16]1[C:14]2[N:15]=[C:11]([CH2:10][C:9]3[CH:21]=[CH:22][C:23]([O:24][CH3:25])=[C:7]([O:6][CH:1]4[CH2:5][CH2:4][CH2:3][CH2:2]4)[CH:8]=3)[O:12][C:13]=2[CH:19]=[CH:18][CH:17]=1)(=[O:28])[CH3:27]. Run in N1=CC=CC=C1 (pyridine), CO (methanol). Reactants: C1(CCCC1)OC=1C=C(CC=2OC3=C(N2)C(=CC=C3)O)C=CC1OC (2-(3-cyclopentyloxy-4-methoxybenzyl)-4-hydroxybenzoxazole), C(C)(=O)Cl (acetyl chloride).